Dataset: the Open Reaction Database (ORD), a public repository of structured organic reaction records. Task: describe an organic reaction: reactants, conditions, products, and yield Reactants: CCOc1noc(C2CC(c3ccc(C(F)(F)F)cc3)CN(C(=O)N3CCSCC3)C2)n1, O=C(OO)c1cccc(Cl)c1. The product is CCOc1noc(C2CC(c3ccc(C(F)(F)F)cc3)CN(C(=O)N3CCS(=O)CC3)C2)n1. RXN SMILES: [CH2:1]([CH3:2])[O:3][c:4]1[n:5][o:6][c:7]([CH:9]2[CH2:10][N:11]([C:25](=[O:26])[N:27]3[CH2:28][CH2:29][S:30][CH2:31][CH2:32]3)[CH2:12][CH:13]([c:15]3[cH:16][cH:17][c:18]([C:21]([F:22])([F:23])[F:24])[cH:19][cH:20]3)[CH2:14]2)[n:8]1.[OH:33][O:34][C:35]([c:36]1[cH:37][c:38]([Cl:39])[cH:40][cH:41][cH:42]1)=[O:43]>>[CH2:1]([CH3:2])[O:3][c:4]1[n:5][o:6][c:7]([CH:9]2[CH2:10][N:11]([C:25](=[O:26])[N:27]3[CH2:28][CH2:29][S:30](=[O:33])[CH2:31][CH2:32]3)[CH2:12][CH:13]([c:15]3[cH:16][cH:17][c:18]([C:21]([F:22])([F:23])[F:24])[cH:19][cH:20]3)[CH2:14]2)[n:8]1. Starting materials: CN(C(N)=O)c1ccc2c(c1)OCO2, CS(=O)(=O)O, Cc1ccccc1, O=Cc1ccccc1, O. Product: CN1C(=O)NC(c2ccccc2)c2cc3c(cc21)OCO3. As a reaction SMILES: [CH3:1][N:2]([C:3](=[O:4])[NH2:5])[c:6]1[cH:7][c:8]2[c:9]([cH:10][cH:11]1)[O:12][CH2:13][O:14]2.[CH3:23][S:24](=[O:25])(=[O:26])[OH:27].[CH3:28][c:29]1[cH:30][cH:31][cH:32][cH:33][cH:34]1.[CH:15](=[O:16])[c:17]1[cH:18][cH:19][cH:20][cH:21][cH:22]1.[OH2:35]>>[CH3:1][N:2]1[C:3](=[O:4])[NH:5][CH:15]([c:17]2[cH:18][cH:19][cH:20][cH:21][cH:22]2)[c:11]2[c:6]1[cH:7][c:8]1[c:9]([cH:10]2)[O:12][CH2:13][O:14]1. RXN SMILES: [Cl:1][CH2:2][CH2:3][CH2:4][CH:5]1[O:6][CH2:7][CH2:8][O:9]1.[I-:14].[Na+:13].[Na:10][C:11]#[N:12].[O:16]=[CH:17][N:18]([CH3:19])[CH3:20].[OH2:15]>>[CH2:2]([CH2:3][CH2:4][CH:5]1[O:6][CH2:7][CH2:8][O:9]1)[C:11]#[N:12]. Reactants: ClCCCC1OCCO1, [I-], [Na+], N#C[Na], CN(C)C=O, O. Product: N#CCCCC1OCCO1. The reactants are O(C1=CC=CC=C1)C1=CC=C(OC2=CC=C(C(=O)OC)C=C2)C=C1 (methyl 4-(4-phenoxyphenoxy)benzoate), [OH-].[K+] (potassium hydroxide), Cl (hydrochloric acid). Run in O (water), CO (methanol), CO (Methanol). The product is O(C1=CC=CC=C1)C1=CC=C(OC2=CC=C(C(=O)O)C=C2)C=C1 (4-(4-phenoxyphenoxy)benzoic acid). Yield: 92.1%. RXN SMILES: [O:1]([C:8]1[CH:24]=[CH:23][C:11]([O:12][C:13]2[CH:22]=[CH:21][C:16]([C:17]([O:19]C)=[O:18])=[CH:15][CH:14]=2)=[CH:10][CH:9]=1)[C:2]1[CH:7]=[CH:6][CH:5]=[CH:4][CH:3]=1.[OH-].[K+].Cl>CO.O>[O:1]([C:8]1[CH:24]=[CH:23][C:11]([O:12][C:13]2[CH:14]=[CH:15][C:16]([C:17]([OH:19])=[O:18])=[CH:21][CH:22]=2)=[CH:10][CH:9]=1)[C:2]1[CH:3]=[CH:4][CH:5]=[CH:6][CH:7]=1 |f:1.2|. Procedure: A slurry of 5.00 g (15.6 mmol) of methyl 4-(4-phenoxyphenoxy)benzoate from Example 30, 0.28 g (50.0 mmol) of potassium hydroxide, 50 ml of methanol and 50 ml of deionized water is refluxed for 48 hours. Methanol is added until the mixture is homogenous. Aqueous hydrochloric acid is added until the solution is strongly acidified, and the slurry is cooled. The resulting precipitate is filtered, washed with 300 ml of deionized water and dried in air. It is recrystallized from a minimum volume of ho...